From a dataset of the Open Reaction Database (ORD), a public repository of structured organic reaction records. describe an organic reaction: reactants, conditions, products, and yield RXN SMILES: [H-].[Na+].Cl[CH2:4][CH2:5][S:6](Cl)(=[O:8])=[O:7].[CH3:10][CH:11]([C:14]1[CH:28]=[CH:27][C:17]([O:18][CH2:19][C:20]2[C:21]([NH2:26])=[N:22][CH:23]=[CH:24][CH:25]=2)=[CH:16][CH:15]=1)[CH2:12][CH3:13]>C1COCC1>[CH3:10][CH:11]([C:14]1[CH:28]=[CH:27][C:17]([O:18][CH2:19][C:20]2[C:21]3=[N:26][S:6](=[O:8])(=[O:7])[CH2:5][CH2:4][N:22]3[CH:23]=[CH:24][CH:25]=2)=[CH:16][CH:15]=1)[CH2:12][CH3:13] |f:0.1|. The reactants are ClCCS(=O)(=O)Cl (2-chloroethanesulfonyl chloride), [H-].[Na+] (NaH), CC(CC)C1=CC=C(OCC=2C(=NC=CC2)N)C=C1 (3-{[4-(1-methylpropyl)phenoxy]methyl}pyridin-2-amine). Procedure details: To a suspension of NaH (60%, 117 mg) in THF (dry) (4 mL) was added 2-chloroethanesulfonyl chloride (0.185 mL) at 0° C. and the mixture was stirred for 10 min at the same temperature. A solution of 3-{[4-(1-methylpropyl)phenoxy]methyl}pyridin-2-amine (150 mg) in THF (dry) (4 mL) was added at 0° C. and the mixture was stirred at room temperature under nitrogen for 1 day. The mixture was quenched with water at 0° C. carefully. EtOAc and THF were added and the organic layer was separated, washed wit... Product: CC(CC)C1=CC=C(OCC2=CC=CN3C2=NS(CC3)(=O)=O)C=C1 (9-{[4-(1-methylpropyl)phenoxy]methyl}-3,4-dihydropyrido[2,1-c][1,2,4]thiadiazine 2,2-dioxide). Solvent: C1CCOC1 (THF), C1CCOC1 (THF). Conditions: time 10 minute. The reactants are ClCCl, CC(O)c1ccnc2ccccc12. Yields the product CC(=O)c1ccnc2ccccc12. RXN SMILES: [Cl:14][CH2:15][Cl:16].[n:1]1[cH:2][cH:3][c:4]([CH:11]([CH3:12])[OH:13])[c:5]2[cH:6][cH:7][cH:8][cH:9][c:10]12>>[n:1]1[cH:2][cH:3][c:4]([C:11]([CH3:12])=[O:13])[c:5]2[cH:6][cH:7][cH:8][cH:9][c:10]12. As a reaction SMILES: C(O[C:4](=[C:11]1[C:19]2[C:14](=[CH:15][CH:16]=[C:17]([N+:20]([O-:22])=[O:21])[CH:18]=2)[NH:13][C:12]1=[O:23])[C:5]1[CH:10]=[CH:9][CH:8]=[CH:7][CH:6]=1)C.[CH3:24][O:25][CH:26]1[CH2:31][CH2:30][N:29]([CH2:32][C:33]2[CH:39]=[CH:38][C:36]([NH2:37])=[CH:35][CH:34]=2)[CH2:28][CH2:27]1>CN(C=O)C>[CH3:24][O:25][CH:26]1[CH2:31][CH2:30][N:29]([CH2:32][C:33]2[CH:34]=[CH:35][C:36]([NH:37]/[C:4](=[C:11]3\[C:12](=[O:23])[NH:13][C:14]4[C:15]\3=[CH:16][C:17]([N+:20]([O-:22])=[O:21])=[CH:18][CH:19]=4)/[C:5]3[CH:10]=[CH:9][CH:8]=[CH:7][CH:6]=3)=[CH:38][CH:39]=2)[CH2:28][CH2:27]1. Solvent: CN(C)C=O (DMF). Reported procedure: Prepared analogously to Example 89 from 3-(1-ethoxy-1-phenyl-methylidene)-5-nitro-2-indolinone and 4-(4-methoxypiperidinomethyl)-aniline in DMF. Reactants: C(C)OC(C1=CC=CC=C1)=C1C(NC2=CC=C(C=C12)[N+](=O)[O-])=O (3-(1-ethoxy-1-phenyl-methylidene)-5-nitro-2-indolinone), COC1CCN(CC1)CC1=CC=C(N)C=C1 (4-(4-methoxypiperidinomethyl)-aniline). Product: COC1CCN(CC1)CC1=CC=C(C=C1)N\C(\C1=CC=CC=C1)=C\1/C(NC2=CC=C(C=C12)[N+](=O)[O-])=O ((Z)-3-{1-[4-(4-methoxypiperidinomethyl)-phenylamino]-1-phenyl-methylidene}-5-nitro-2-indolinone). The reactants are CS(=O)(=O)C1=CC=C(N)C=C1 (4-(methylsulfonyl)aniline), C[Al](C)C (trimethylaluminum), C(C1=CC=CC=C1)#N (benzonitrile). The solvent is C1(=CC=CC=C1)C (toluene), C1(=CC=CC=C1)C (toluene), C(Cl)(Cl)Cl (chloroform). Conditions: time 2.5 hour. Product: CS(=O)(=O)C1=CC=C(C=C1)NC(=N)C1=CC=CC=C1 (N-[4-(methylsulfonyl)phenyl]benzenecarboximidamide). As a reaction SMILES: [CH3:1][S:2]([C:5]1[CH:11]=[CH:10][C:8]([NH2:9])=[CH:7][CH:6]=1)(=[O:4])=[O:3].C[Al](C)C.[C:16](#[N:23])[C:17]1[CH:22]=[CH:21][CH:20]=[CH:19][CH:18]=1>C1(C)C=CC=CC=1.C(Cl)(Cl)Cl>[CH3:1][S:2]([C:5]1[CH:11]=[CH:10][C:8]([NH:9][C:16]([C:17]2[CH:22]=[CH:21][CH:20]=[CH:19][CH:18]=2)=[NH:23])=[CH:7][CH:6]=1)(=[O:3])=[O:4]. Reported procedure: To a suspension of 4-(methylsulfonyl)aniline (10 mmol) in toluene (100 mL), trimethylaluminum (2M solution in toluene, 15 mmol) is added over 15 minutes. The reaction mixture is warmed to room temperature and stirred for 2.5 hours. A solution of benzonitrile (20 mmol) in toluene (50 mL) is added over 10 minutes and the reaction mixture is heated to 80°-85° C. After 20 hours, the reaction mixture is cooled to room temperature and poured over a slurry of silica gel in chloroform. After filtration,... Reactants: Cl (hydrochloric acid), CCOC(C1=CC=C(C=C1)C=O)OCC (terephthalaldehyde mono-(diethyl acetal)), S1C(NC(C1)=O)=O (2,4-thiazolidinedione), N1CCCCC1 (piperidine). The solvent is C(C)O (ethanol). Run at time 2 hour. Yields the product C(=O)C1=CC=C(C=C2C(NC(S2)=O)=O)C=C1 (5-(4-formylbenzylidene)-2,4-thiazolidinedione). Isolated yield 83.8%. As a reaction SMILES: CCO[CH:4](OCC)[C:5]1[CH:10]=[CH:9][C:8]([CH:11]=[O:12])=[CH:7][CH:6]=1.[S:16]1[CH2:20][C:19](=[O:21])[NH:18][C:17]1=[O:22].N1CCCCC1.Cl>C(O)C>[CH:11]([C:8]1[CH:7]=[CH:6][C:5]([CH:4]=[C:20]2[S:16][C:17](=[O:22])[NH:18][C:19]2=[O:21])=[CH:10][CH:9]=1)=[O:12]. Procedure details: To a mixture of terephthalaldehyde mono-(diethyl acetal) (3.96 mL, 20.0 mmol) and 2,4-thiazolidinedione (2.81 g, 24.0 mmol) in ethanol (40 mL) was added piperidine (2.0 mL, 20.0 mmol). The reaction mixture was heated to reflux for 4 h. After cooling on an ice-bath, hydrochloric acid (0.2 mol/L, 100 mL) was added and the precipitated products were collected by filtration. The cake was washed with water and dried. To a solution of this product (5.50 g) in tetrahydrofuran (180 mL) was added hydroch... As a reaction SMILES: [Cl-:1].[ClH:17].[N+:2]([O-:3])(=[O:4])[c:5]1[cH:6][cH:7][c:8]([CH:11]2[CH2:12][CH2:13][O:14][CH2:15][CH2:16]2)[cH:9][cH:10]1>>[NH2:2][c:5]1[cH:6][cH:7][c:8]([CH:11]2[CH2:12][CH2:13][O:14][CH2:15][CH2:16]2)[cH:9][cH:10]1. Product: Nc1ccc(C2CCOCC2)cc1. Starting materials: [Cl-], Cl, O=[N+]([O-])c1ccc(C2CCOCC2)cc1.